This data is from the Open Reaction Database (ORD), a public repository of structured organic reaction records. The task is: describe an organic reaction: reactants, conditions, products, and yield The reactants are C(=O)(O)[O-].[Na+] (NaHCO3), C1(=CC(=CC=C1)CN)C1=CC=CC=C1 (C-Biphenyl-3-yl-methylamine), C(C)(=O)Cl (acetyl chloride). The solvent is C(Cl)Cl (CH2Cl2). Run at time 45 minute. The product is C1(=CC(=CC=C1)CNC(C)=O)C1=CC=CC=C1 (N-biphenyl-3-ylmethyl-acetamide). Isolated yield 128.5%. RXN SMILES: [C:1]1([C:9]2[CH:14]=[CH:13][CH:12]=[CH:11][CH:10]=2)[CH:6]=[CH:5][CH:4]=[C:3]([CH2:7][NH2:8])[CH:2]=1.C([O-])(O)=O.[Na+].[C:20](Cl)(=[O:22])[CH3:21]>C(Cl)Cl>[C:1]1([C:9]2[CH:14]=[CH:13][CH:12]=[CH:11][CH:10]=2)[CH:6]=[CH:5][CH:4]=[C:3]([CH2:7][NH:8][C:20](=[O:22])[CH3:21])[CH:2]=1 |f:1.2|. Reported procedure: C-Biphenyl-3-yl-methylamine (700 mg, 3.8 mmol) was dissolved in 38 mL of CH2Cl2. To this was added 38 mL of satd NaHCO3 (aq) followed by acetyl chloride (1.41 mL 19,8 mmol). The resulting mixture was stirred 45 min. The organic layer was separated, washed with satd NaCl, dried over Na2SO4, filtered and solvent removed under vacuum to yield 1.1 grams of N-biphenyl-3-ylmethyl-acetamide. Reactants: COC(=O)C1=C(SC=2N(C(N(C(C21)=O)C)=O)C(C)C)CBr (6-(bromomethyl)-1,2,3,4-tetrahydro-3-methyl-1-(1-methylethyl)-2,4-dioxothieno[2,3-d]pyrimidine-5-carboxylic acid methyl ester), N(N)C1=NC=CC=C1 (2-hydrazinopyridine). The reagents and catalysts are C/C(=C/C(=O)C)/O.C/C(=C/C(=O)C)/O.[Zn] (zinc acetylacetonate hydrate). Yields the product COC(=O)C1=C(SC=2N(C(N(C(C21)=O)C)=O)C(C)C)CC=2C(=NN(C2C)C2=NC=CC=C2)C ([3,5-Dimethyl-1-(2-pyridyl)-1H-pyrazol-4-yl]methyl-1,2,3,4-tetrahydro-3-methyl-1-(1-methylethyl)-2,4-dioxothieno[2,3-d]pyrimidine-5-carboxylic acid methyl ester). Reaction SMILES: [CH3:1][O:2][C:3]([C:5]1[C:13]2[C:12](=[O:14])[N:11]([CH3:15])[C:10](=[O:16])[N:9]([CH:17]([CH3:19])[CH3:18])[C:8]=2[S:7][C:6]=1[CH2:20]Br)=[O:4].[NH:22]([C:24]1[CH:29]=[CH:28][CH:27]=[CH:26][N:25]=1)[NH2:23]>C/C(/O)=C/C(C)=O.C/C(/O)=C/C(C)=O.[Zn]>[CH3:1][O:2][C:3]([C:5]1[C:13]2[C:12](=[O:14])[N:11]([CH3:15])[C:10](=[O:16])[N:9]([CH:17]([CH3:19])[CH3:18])[C:8]=2[S:7][C:6]=1[CH2:20][C:5]1[C:6]([CH3:20])=[N:23][N:22]([C:24]2[CH:29]=[CH:28][CH:27]=[CH:26][N:25]=2)[C:13]=1[CH3:8])=[O:4] |f:2.3.4|. Procedure details: Prepared from 6-(bromomethyl)-1,2,3,4-tetrahydro-3-methyl-1-(1-methylethyl)-2,4-dioxothieno[2,3-d]pyrimidine-5-carboxylic acid methyl ester, zinc acetylacetonate hydrate and 2-hydrazinopyridine by the method of example 1 part e) to give the sub-title compound. Reactants: N=C1SC(C(N1)(C(F)(F)F)C(F)(F)F)=C(C(F)(F)F)F (2-imino-4,4-bis(trifluoromethyl)-5-(tetrafluoroethylidene)-1,3-thiazolidine), FC1=C(C(=O)N=C=O)C(=CC=C1)F (2,6-difluorobenzoylisocyanate). Solvent: C1(=CC=CC=C1)C (toluene). Conditions: time 3 hour. Product: FC(C1(N=C(SC1=C(C(F)(F)F)F)NC(=O)NC(C1=C(C=CC=C1F)F)=O)C(F)(F)F)(F)F (1-[4,4-bis(trifluoromethyl)-5-(tetrafluoroethylidene)-2-thiazolin-2-yl]-3-(2,6-difluorobenzoyl)urea). RXN SMILES: [NH:1]=[C:2]1[NH:6][C:5]([C:11]([F:14])([F:13])[F:12])([C:7]([F:10])([F:9])[F:8])[C:4](=[C:15]([F:20])[C:16]([F:19])([F:18])[F:17])[S:3]1.[F:21][C:22]1[CH:32]=[CH:31][CH:30]=[C:29]([F:33])[C:23]=1[C:24]([N:26]=[C:27]=[O:28])=[O:25]>C1(C)C=CC=CC=1>[F:14][C:11]([F:12])([F:13])[C:5]1([C:7]([F:10])([F:9])[F:8])[C:4](=[C:15]([F:20])[C:16]([F:17])([F:18])[F:19])[S:3][C:2]([NH:1][C:27]([NH:26][C:24](=[O:25])[C:23]2[C:29]([F:33])=[CH:30][CH:31]=[CH:32][C:22]=2[F:21])=[O:28])=[N:6]1. Reported procedure: In toluene (10 ml) was dissolved 2-imino-4,4-bis(trifluoromethyl)-5-(tetrafluoroethylidene)-1,3-thiazolidine (1.0 g), and 2,6-difluorobenzoylisocyanate (0.4 g) which is a starting compound was added thereto and the mixture was stirred at room temperature for 3 hours. Reactants: NC1=C(C=CC=C1[N+](=O)[O-])O (2-amino-3-nitrophenol), C(=O)([O-])[O-].[K+].[K+] (K2CO3), BrCC(=O)C1=CC=CC=C1 (2-bromoacetophenone), CCOC(=O)C (EtOAc). Solvent: CC#N (MeCN). Run at time 3 hour. The product is [N+](=O)([O-])C1=CC=CC2=C1N=C(CO2)C2=CC=CC=C2 (5-nitro-3-phenyl-2H-1,4-benzoxazine). The yield is 100.8%. Reaction SMILES: Br[CH2:2][C:3]([C:5]1[CH:10]=[CH:9][CH:8]=[CH:7][CH:6]=1)=O.[NH2:11][C:12]1[C:17]([N+:18]([O-:20])=[O:19])=[CH:16][CH:15]=[CH:14][C:13]=1[OH:21].C([O-])([O-])=O.[K+].[K+].CCOC(C)=O>CC#N>[N+:18]([C:17]1[C:12]2[N:11]=[C:3]([C:5]3[CH:10]=[CH:9][CH:8]=[CH:7][CH:6]=3)[CH2:2][O:21][C:13]=2[CH:14]=[CH:15][CH:16]=1)([O-:20])=[O:19] |f:2.3.4|. Procedure details: The 2-bromoacetophenone (3.9 g, 19 mmol) [Aldrich, cat. #115835] was added portion wise to a stirred suspension of 2-amino-3-nitrophenol (2.5 g, 16 mmol) [Aldrich, cat. #297003] and K2CO3 (3.4 g, 24 mmol) in MeCN (100 mL) at room temperature. The reaction was monitored by LC/MS. After stirring for 3 h the reaction was complete and then EtOAc added and solution filtered to remove the solids and the organic layer was washed with water, 1 N HCl, brine, dried over MgSO4, filtered and concentrated to... The reactants are COC(=O)C=1OC(=C(C1)CO)C (4-Hydroxymethyl-5-methyl-furan-2-carboxylic acid methyl ester), CC1(OB(OC1(C)C)C1=CC=C(C=C1)O)C (4-(4,4,5,5-tetramethyl-[1,3,2]dioxaborolan-2-yl)-phenol), C1(=CC=CC=C1)P(C1=CC=CC=C1)C1=CC=CC=C1 (triphenylphosphine), Di-isopropylazodicarboxylate. Conditions: temperature 0 celsius, time 72 hour. Yields the product COC(=O)C=1OC(=C(C1)COC1=CC=C(C=C1)B1OC(C(O1)(C)C)(C)C)C (5-Methyl-4-[4-(4,4,5,5-tetramethyl-[1,3,2]dioxaborolan-2-yl)-phenoxymethyl]-furan-2-carboxylic acid methyl ester). Reaction SMILES: [CH3:1][O:2][C:3]([C:5]1[O:6][C:7]([CH3:12])=[C:8]([CH2:10][OH:11])[CH:9]=1)=[O:4].[CH3:13][C:14]1([CH3:28])[C:18]([CH3:20])([CH3:19])[O:17][B:16]([C:21]2[CH:26]=[CH:25][C:24](O)=[CH:23][CH:22]=2)[O:15]1.C1(P(C2C=CC=CC=2)C2C=CC=CC=2)C=CC=CC=1>>[CH3:1][O:2][C:3]([C:5]1[O:6][C:7]([CH3:12])=[C:8]([CH2:10][O:11][C:24]2[CH:25]=[CH:26][C:21]([B:16]3[O:17][C:18]([CH3:20])([CH3:19])[C:14]([CH3:28])([CH3:13])[O:15]3)=[CH:22][CH:23]=2)[CH:9]=1)=[O:4]. Procedure: A mixture of 4-hydroxymethyl-5-methyl-furan-2-carboxylic acid methyl ester (16) (0.5 g), 4-(4,4,5,5-tetramethyl-[1,3,2]dioxaborolan-2-yl)-phenol (1.9 g) and triphenylphosphine (2.3 g) in dry tetrahydrofuan (20 mL) under a nitrogen atmosphere was cooled to 0° C. Di-isopropylazodicarboxylate (1.8 mL) was added drop-wise and the mixture was stirred at room temperature for 72 hours. After concentrating in vacuo, the residue was partitioned between ethyl acetate and water. The organic phase was washe... Reactants: C(C)OC(=O)C1=NN(C=C1I)CCOC1OCCCC1 (4-Iodo-1-[2-(tetrahydro-pyran-2-yloxy)-ethyl]-1H-pyrazole-3-carboxylic acid ethyl ester), [BH4-].[Li+] (lithium borohydride). The solvent is C1CCOC1 (THF). Conditions: temperature 60 celsius, time 5 hour. Yields the product IC=1C(=NN(C1)CCOC1OCCCC1)CO ({4-Iodo-1-[2-(tetrahydro-pyran-2-yloxy)-ethyl]-1H-pyrazol-3-yl}-methanol). Isolated yield 62.5%. RXN SMILES: C([O:3][C:4]([C:6]1[C:10]([I:11])=[CH:9][N:8]([CH2:12][CH2:13][O:14][CH:15]2[CH2:20][CH2:19][CH2:18][CH2:17][O:16]2)[N:7]=1)=O)C.[BH4-].[Li+]>C1COCC1>[I:11][C:10]1[C:6]([CH2:4][OH:3])=[N:7][N:8]([CH2:12][CH2:13][O:14][CH:15]2[CH2:20][CH2:19][CH2:18][CH2:17][O:16]2)[CH:9]=1 |f:1.2|. Reported procedure: A solution of Intermediate 74c (1.22 g, 3.09 mmol) in dry THF (12 mL) was treated with lithium borohydride (0.10 g, 4.64 mmol) and the mixture was stirred at 60° C. for 5 h then stood at RT overnight. The mixture was stirred at 60° C. for a further 5 h then cautiously quenched with water and diluted with EtOAc and water. The phases were separated and the aqueous layer was extracted with EtOAc (2×). The combined organic layers were washed with saturated aqueous sodium bicarbonate solution and bri...